From a dataset of the Open Reaction Database (ORD), a public repository of structured organic reaction records. describe an organic reaction: reactants, conditions, products, and yield The reactants are BrC=1C(=CC=C2N=C(C(NC12)=O)C)F (8-bromo-7-fluoro-3-methylquinoxalin-2(1H)-one), O=P(Cl)(Cl)Cl (POCl3), O=P(Cl)(Cl)Cl (POCl3). Run at temperature 90 celsius. Product: BrC1=C2N=C(C(=NC2=CC=C1F)C)Cl (5-bromo-3-chloro-6-fluoro-2-methylquinoxaline). Yield: 49.1%. As a reaction SMILES: [Br:1][C:2]1[C:3]([F:14])=[CH:4][CH:5]=[C:6]2[C:11]=1[NH:10][C:9](=O)[C:8]([CH3:13])=[N:7]2.O=P(Cl)(Cl)[Cl:17]>>[Br:1][C:2]1[C:3]([F:14])=[CH:4][CH:5]=[C:6]2[C:11]=1[N:10]=[C:9]([Cl:17])[C:8]([CH3:13])=[N:7]2. Procedure details: In a 500-mL round-bottomed flask, a mixture of 8-bromo-7-fluoro-3-methylquinoxalin-2(1H)-one (600) (3.57 g, 13.89 mmol) and POCl3 (20.0 mL, 215 mmol) was heated at 90° C. for 1.5 h with a reflux condenser. The reaction mixture was cooled to RT and most of the excess POCl3 was removed under reduced pressure (rotary evaporator). The mixture was treated with EtOAc (100 mL), cooled in an ice bath, treated with ice chips and 1 N NaOH slowly. After phase separation, the organic layer was washed with b... The reactants are C1(=CC=CC=C1)C1(CCNCCO1)C1=CC=CC=C1 (7,7-diphenyl-hexahydro-1,4-oxazepine), ClCCCC(=O)C1=CC=C(C=C1)F (4-chloro-4'-fluoro-butyrophenone), C([O-])([O-])=O.[K+].[K+] (potassium carbonate), [I-].[Na+] (sodium iodide). Product: Cl.FC1=CC=C(CCCCN2CCOC(CC2)(C2=CC=CC=C2)C2=CC=CC=C2)C=C1 (4-[3-(4-fluorobenzyl)-propyl]-7,7-diphenyl-hexahydro-1,4-oxazepine hydrochloride). Reaction SMILES: [C:1]1([C:7]2([C:14]3[CH:19]=[CH:18][CH:17]=[CH:16][CH:15]=3)[O:13][CH2:12][CH2:11][NH:10][CH2:9][CH2:8]2)[CH:6]=[CH:5][CH:4]=[CH:3][CH:2]=1.[Cl:20][CH2:21][CH2:22][CH2:23][C:24]([C:26]1[CH:31]=[CH:30][C:29]([F:32])=[CH:28][CH:27]=1)=O.C(=O)([O-])[O-].[K+].[K+].[I-].[Na+]>>[ClH:20].[F:32][C:29]1[CH:30]=[CH:31][C:26]([CH2:24][CH2:23][CH2:22][CH2:21][N:10]2[CH2:9][CH2:8][C:7]([C:1]3[CH:2]=[CH:3][CH:4]=[CH:5][CH:6]=3)([C:14]3[CH:15]=[CH:16][CH:17]=[CH:18][CH:19]=3)[O:13][CH2:12][CH2:11]2)=[CH:27][CH:28]=1 |f:2.3.4,5.6,7.8|. Procedure details: The mixture of 3.20 g of 7,7-diphenyl-hexahydro-1,4-oxazepine, 2.54 g of 4-chloro-4'-fluoro-butyrophenone, 3.35 g of anhydrous potassium carbonate and 0.21 g of sodium iodide is refluxed for 22 hours, while stirring. The suspension is cooled, filtered, the filtrate evaporated and the residue dissolved in acetone. The solution is acidified with ethereal hydrogen chloride, to yield the 4-[3-(4-fluorobenzyl)-propyl]-7,7-diphenyl-hexahydro-1,4-oxazepine hydrochloride melting at 137°-140°.